Dataset: the Open Reaction Database (ORD), a public repository of structured organic reaction records. Task: describe an organic reaction: reactants, conditions, products, and yield Starting materials: [BH4-].[Na+] (Sodium borohydride), Cl.C1N(CCC2=CC=CC=C12)C=1N=C(C=C2C1N(C(=C2C)C)CC2=CC(=CC=C2)F)C(C)=O (1-[7-(3,4-dihydro-1H-isoquinolin-2-yl)-1-(3-fluorobenzyl)-2,3-dimethyl-1H-pyrrolo[2,3-c]pyridin-5-yl]-ethanone hydrochloride), O (Water). Solvent: CO (methanol). Reaction conditions: time 10 minute. Yields the product Cl.C1N(CCC2=CC=CC=C12)C=1N=C(C=C2C1N(C(=C2C)C)CC2=CC(=CC=C2)F)C(C)O (1-[7-(3,4-dihydro-1H-isoquinolin-2-yl)-1-(3-fluorobenzyl)-2,3-dimethyl-1H-pyrrolo[2,3-c]pyridin-5-yl]-ethanol hydrochloride). The yield is 30.5%. Reaction SMILES: [BH4-].[Na+].[ClH:3].[CH2:4]1[C:13]2[C:8](=[CH:9][CH:10]=[CH:11][CH:12]=2)[CH2:7][CH2:6][N:5]1[C:14]1[N:15]=[C:16]([C:33](=[O:35])[CH3:34])[CH:17]=[C:18]2[C:22]([CH3:23])=[C:21]([CH3:24])[N:20]([CH2:25][C:26]3[CH:31]=[CH:30][CH:29]=[C:28]([F:32])[CH:27]=3)[C:19]=12.O>CO>[ClH:3].[CH2:4]1[C:13]2[C:8](=[CH:9][CH:10]=[CH:11][CH:12]=2)[CH2:7][CH2:6][N:5]1[C:14]1[N:15]=[C:16]([CH:33]([OH:35])[CH3:34])[CH:17]=[C:18]2[C:22]([CH3:23])=[C:21]([CH3:24])[N:20]([CH2:25][C:26]3[CH:31]=[CH:30][CH:29]=[C:28]([F:32])[CH:27]=3)[C:19]=12 |f:0.1,2.3,6.7|. Procedure: Sodium borohydride (5.3 mg, 0.14 mmol) was added at 0° C. to a solution of 1-[7-(3,4-dihydro-1H-isoquinolin-2-yl)-1-(3-fluorobenzyl)-2,3-dimethyl-1H-pyrrolo[2,3-c]pyridin-5-yl]-ethanone hydrochloride (20 mg, 0.05 mmol) prepared in Example 855 in anhydrous methanol (2 ml). The reaction mixture was stirred for 10 minutes at the same temperature. Water was added to the reaction mixture, which was then extracted with ethyl acetate. The organic layer was dried on anhydrous magnesium sulfate and then ...